From a dataset of the Open Reaction Database (ORD), a public repository of structured organic reaction records. describe an organic reaction: reactants, conditions, products, and yield RXN SMILES: [Cl:1][C:2]1[CH:12]=[CH:11][C:5]2[NH:6][C:7](=O)[CH2:8][O:9][C:4]=2[CH:3]=1.B.C1COCC1>C1COCC1>[Cl:1][C:2]1[CH:12]=[CH:11][C:5]2[NH:6][CH2:7][CH2:8][O:9][C:4]=2[CH:3]=1 |f:1.2|. Isolated yield 96.1%. Reported procedure: Using 7-chloro-4H-benzo[1,4]oxazin-3-one (2.3 g, 13.5 mmol) and borane-THF (40 mL of a 1M solution in THF, 40 mmol) in THF (40 mL) to yield the title compound as a cream solid (2.2 g, 96%). δH (CDCl3) 3.34-3.40 (2H, m), 4.16-4.28 (2H, m), 6.51-6.55 (1H, m), 6.59 (1H, d, J 2.4 Hz), 6.68 (1H, dd, J 8.1, 0.4 Hz). LCMS (ES+) 170 (M+H)+. Run in C1CCOC1 (THF), C1CCOC1 (THF). The product is ClC1=CC2=C(NCCO2)C=C1 (7-Chloro-3,4-dihydro-2H-benzo[1,4]oxazine). Reactants: ClC1=CC2=C(NC(CO2)=O)C=C1 (7-chloro-4H-benzo[1,4]oxazin-3-one), B.C1CCOC1 (borane THF), solution. RXN SMILES: [CH3:1][O:2][C:3]([C:5]1[N:6]=[C:7]([CH3:17])[S:8][C:9]=1[C:10]1[CH:15]=[CH:14][CH:13]=[C:12]([NH2:16])[CH:11]=1)=[O:4].[CH3:18][CH2:19][O:20]C(C)=O.O>CN(C1C=CN=CC=1)C.C(OC(=O)C)(=O)C.CCOCC>[CH3:1][O:2][C:3]([C:5]1[N:6]=[C:7]([CH3:17])[S:8][C:9]=1[C:10]1[CH:15]=[CH:14][CH:13]=[C:12]([NH:16][C:19](=[O:20])[CH3:18])[CH:11]=1)=[O:4]. Yields the product COC(=O)C=1N=C(SC1C1=CC(=CC=C1)NC(C)=O)C (5-(3-acetylamino-phenyl)-2-methyl-thiazole-4-carboxylic Acid Methyl Ester). The solvent is C(C)(=O)OC(C)=O (acetic anhydride), CCOCC (ether). Procedure: TEA (14.2 mmol) and DMAP (4.05 mmol) are added successively to a solution of 5-(3-amino-phenyl)-2-methyl-thiazole-4-carboxylic acid methyl ester (4.05 mmol) in acetic anhydride (25 mL). After stirring for 30 min EtOAc and water are added, the layers are separated and the aq. layer is extracted once with EtOAc. The combined organic layers are washed with sat. aq. NH4Cl solution, sat. aq. NaHCO3 solution and water, dried over MgSO4 and concentrated in vacuo to give a crude product which is diluted... The reagents and catalysts are CN(C)C=1C=CN=CC1 (DMAP). The reactants are TEA, COC(=O)C=1N=C(SC1C1=CC(=CC=C1)N)C (5-(3-amino-phenyl)-2-methyl-thiazole-4-carboxylic acid methyl ester), CCOC(=O)C (EtOAc), O (water). Starting materials: C(COCCO)O (diethylene glycol), OCC(O)CO (glycerin). Product: C(COCCOCCO)O (triethylene glycol). Reaction SMILES: [CH2:1]([OH:7])[CH2:2][O:3][CH2:4][CH2:5][OH:6].[OH:8][CH2:9][CH:10](CO)O>>[CH2:1]([OH:7])[CH2:2][O:3][CH2:4][CH2:5][O:6][CH2:10][CH2:9][OH:8]. Procedure: The preparation is repeated using a 1:1:1 mole ratio of diethylene glycol, triethylene glycol, and glycerin to obtain the desired approximately 1:1:1 mole ratio mixture of sodium 2-[2-(2-hydroxyethoxy)ethoxy]ethanesulfonate, sodium 2-{2-[2-(2-hydroxyethoxy)ethoxy]ethoxy}ethanesulfonate, and sodium 2-(2,3-dihydroxypropoxy)ethanesulfonate. Reactants: CC(C)(C)c1ccc(C(=O)CCCCCl)cc1, O=C([O-])O, Cc1ccccc1, [I-], [K+], [K+], OC(c1ccccc1)(c1ccccc1)C1CCNCC1. Yields the product Cl, CC(C)(C)c1ccc(C(=O)CCCCN2CCC(C(O)(c3ccccc3)c3ccccc3)CC2)cc1. As a reaction SMILES: [C:21]([CH3:22])([CH3:23])([CH3:24])[c:25]1[cH:26][cH:27][c:28]([C:31]([CH2:32][CH2:33][CH2:34][CH2:35][Cl:36])=[O:37])[cH:29][cH:30]1.[C:38](=[O:39])([OH:40])[O-:41].[CH3:45][c:46]1[cH:47][cH:48][cH:49][cH:50][cH:51]1.[I-:44].[K+:42].[K+:43].[c:1]1([C:7]([OH:8])([CH:9]2[CH2:10][CH2:11][NH:12][CH2:13][CH2:14]2)[c:15]2[cH:16][cH:17][cH:18][cH:19][cH:20]2)[cH:2][cH:3][cH:4][cH:5][cH:6]1>>[ClH:36].[c:1]1([C:7]([OH:8])([CH:9]2[CH2:10][CH2:11][N:12]([CH2:35][CH2:34][CH2:33][CH2:32][C:31]([c:28]3[cH:27][cH:26][c:25]([C:21]([CH3:22])([CH3:23])[CH3:24])[cH:30][cH:29]3)=[O:37])[CH2:13][CH2:14]2)[c:15]2[cH:16][cH:17][cH:18][cH:19][cH:20]2)[cH:2][cH:3][cH:4][cH:5][cH:6]1. The reactants are CC(C)CN(C(CCCCN)C(=O)O)S(=O)(=O)c1ccc([N+](=O)[O-])cc1, O=C(O)C1c2ccccc2Oc2ccccc21. Yields the product CC(C)CN(C(CCCCNC(=O)C1c2ccccc2Oc2ccccc21)C(=O)O)S(=O)(=O)c1ccc([N+](=O)[O-])cc1. As a reaction SMILES: [CH2:1]([CH:2]([CH3:3])[CH3:4])[N:5]([CH:6]([CH2:7][CH2:8][CH2:9][CH2:10][NH2:11])[C:12](=[O:13])[OH:14])[S:15](=[O:16])(=[O:17])[c:18]1[cH:19][cH:20][c:21]([N+:24](=[O:25])[O-:26])[cH:22][cH:23]1.[cH:27]1[cH:28][cH:29][cH:30][c:31]2[c:40]1[CH:39]([C:41](=[O:42])[OH:43])[c:38]1[c:33]([cH:34][cH:35][cH:36][cH:37]1)[O:32]2>>[CH2:1]([CH:2]([CH3:3])[CH3:4])[N:5]([CH:6]([CH2:7][CH2:8][CH2:9][CH2:10][NH:11][C:41]([CH:39]1[c:38]2[c:33]([cH:34][cH:35][cH:36][cH:37]2)[O:32][c:31]2[cH:30][cH:29][cH:28][cH:27][c:40]21)=[O:42])[C:12](=[O:13])[OH:14])[S:15](=[O:16])(=[O:17])[c:18]1[cH:19][cH:20][c:21]([N+:24](=[O:25])[O-:26])[cH:22][cH:23]1. The reactants are C1CCOC1, C#CCCCOS(C)(=O)=O, c1ccc(N2CCNCC2)cc1. Yields the product C#CCCCN1CCN(c2ccccc2)CC1. RXN SMILES: [CH2:23]1[O:24][CH2:25][CH2:26][CH2:27]1.[CH3:1][S:2]([O:3][CH2:6][CH2:7][CH2:8][C:9]#[CH:10])(=[O:4])=[O:5].[c:11]1([N:17]2[CH2:18][CH2:19][NH:20][CH2:21][CH2:22]2)[cH:12][cH:13][cH:14][cH:15][cH:16]1>>[CH2:6]([CH2:7][CH2:8][C:9]#[CH:10])[N:20]1[CH2:19][CH2:18][N:17]([c:11]2[cH:12][cH:13][cH:14][cH:15][cH:16]2)[CH2:22][CH2:21]1. The reactants are N#Cc1cnc2cnc(F)cc2c1Nc1cccc(Br)c1, CN, CCO. The product is CNc1cc2c(Nc3cccc(Br)c3)c(C#N)cnc2cn1. RXN SMILES: [Br:1][c:2]1[cH:3][c:4]([NH:8][c:9]2[c:10]([C:20]#[N:21])[cH:11][n:12][c:13]3[cH:14][n:15][c:16]([F:19])[cH:17][c:18]23)[cH:5][cH:6][cH:7]1.[CH3:22][NH2:23].[CH3:24][CH2:25][OH:26]>>[Br:1][c:2]1[cH:3][c:4]([NH:8][c:9]2[c:10]([C:20]#[N:21])[cH:11][n:12][c:13]3[cH:14][n:15][c:16]([NH:23][CH3:22])[cH:17][c:18]23)[cH:5][cH:6][cH:7]1.